Dataset: the Open Reaction Database (ORD), a public repository of structured organic reaction records. Task: describe an organic reaction: reactants, conditions, products, and yield Starting materials: C1CCOC1, CCOC(C)=O, O=C1COc2ccc(C=CCCCN3CCN(c4cccc(Cl)c4Cl)CC3)nc2N1. The product is O=C1COc2ccc(CCCCCN3CCN(c4cccc(Cl)c4Cl)CC3)nc2N1. RXN SMILES: [CH2:37]1[O:38][CH2:39][CH2:40][CH2:41]1.[CH3:31][CH2:32][O:33][C:34](=[O:35])[CH3:36].[Cl:1][c:2]1[c:3]([N:9]2[CH2:10][CH2:11][N:12]([CH2:15][CH2:16][CH2:17][CH:18]=[CH:19][c:20]3[cH:21][cH:22][c:23]4[c:28]([n:29]3)[NH:27][C:26](=[O:30])[CH2:25][O:24]4)[CH2:13][CH2:14]2)[cH:4][cH:5][cH:6][c:7]1[Cl:8]>>[Cl:1][c:2]1[c:3]([N:9]2[CH2:10][CH2:11][N:12]([CH2:15][CH2:16][CH2:17][CH2:18][CH2:19][c:20]3[cH:21][cH:22][c:23]4[c:28]([n:29]3)[NH:27][C:26](=[O:30])[CH2:25][O:24]4)[CH2:13][CH2:14]2)[cH:4][cH:5][cH:6][c:7]1[Cl:8]. Starting materials: C[C@@H](CCCN1C(=O)N(C=2N=CN(C2C1=O)C)C)CCC=C(C)C (1-(4-(R)-Methyl-8-methylnon-7-enyl)-3,7-dimethylxanthine), C[N+]1(CCOCC1)[O-] (4-methylmorpholine-N-oxide), potassium osmate dihydrate, CC(=O)C.O (acetone water), O (Water), S(=O)([O-])[O-].[Na+].[Na+] (sodium sulfite). Reaction conditions: time 1 hour. Yields the product C[C@H](CCCN1C(=O)N(C=2N=CN(C2C1=O)C)C)CCC(C(C)(C)O)O (1-(4-(R)-Methyl-7,8-dihydroxy-8-methylnonyl)-3,7-dimethylxanthine). Isolated yield 97.0%. RXN SMILES: [CH3:1][C@H:2]([CH2:19][CH2:20][CH:21]=[C:22]([CH3:24])[CH3:23])[CH2:3][CH2:4][CH2:5][N:6]1[C:15](=[O:16])[C:14]2[N:13]([CH3:17])[CH:12]=[N:11][C:10]=2[N:9]([CH3:18])[C:7]1=[O:8].C[N+]1([O-])CCOCC1.[OH2:33].S([O-])([O-])=O.[Na+].[Na+].CC(C)=O.[OH2:44]>>[CH3:1][C@@H:2]([CH2:19][CH2:20][CH:21]([OH:44])[C:22]([OH:33])([CH3:23])[CH3:24])[CH2:3][CH2:4][CH2:5][N:6]1[C:15](=[O:16])[C:14]2[N:13]([CH3:17])[CH:12]=[N:11][C:10]=2[N:9]([CH3:18])[C:7]1=[O:8] |f:3.4.5,6.7|. Procedure: A solution of 1-(4-(R)-Methyl-8-methylnon-7-enyl)-3,7-dimethylxanthine (0.48 g, 1.44 mmol), 4-methylmorpholine-N-oxide (0.51 g, 4.38 mmol) and potassium osmate dihydrate (5 mg, 0.015 mmol) in acetone/water 1:2 (9 mL) was stirred for 16 hours. Water (10 mL) and sodium sulfite (1 g) were added and the reaction mixture stirred for 1 hour. The reaction mixture was extracted with dichloromethane (3×30 ml) using dried magnesium sulfate and the solvent evaporated to yield 0.51 g (97% yield) 1-(4-(R)-Me... Yields the product O=C(OCCCCCO)c1ccccc1. As a reaction SMILES: [CH2:10]([CH2:11][CH2:12][CH2:13][CH2:14][OH:15])[OH:16].[OH2:28].[OH:1][C:2](=[O:3])[c:4]1[cH:5][cH:6][cH:7][cH:8][cH:9]1.[c:17]1([CH3:18])[cH:19][cH:20][c:21]([S:22]([OH:23])(=[O:24])=[O:25])[cH:26][cH:27]1>>[O:1]([C:2](=[O:3])[c:4]1[cH:5][cH:6][cH:7][cH:8][cH:9]1)[CH2:10][CH2:11][CH2:12][CH2:13][CH2:14][OH:15]. Reactants: OCCCCCO, O, O=C(O)c1ccccc1, Cc1ccc(S(=O)(=O)O)cc1. The reactants are ClC1=C(CBr)C(=CC=C1)Cl (2,6-dichlorobenzyl bromide), [H-].[Na+] (sodium hydride), CN(C=O)C (N,N-dimethylformamide), OC=1C=CC=C2C=CC(=NC12)C (8-hydroxy-2-methylquinoline). The solvent is O (water). Run at time 30 minute. Product: ClC1=C(COC=2C=CC=C3C=CC(=NC23)C)C(=CC=C1)Cl (8-(2,6-dichlorobenzyloxy)-2-methylquinoline). Yield: 73.5%. RXN SMILES: [H-].[Na+].CN(C)C=O.[OH:8][C:9]1[CH:10]=[CH:11][CH:12]=[C:13]2[C:18]=1[N:17]=[C:16]([CH3:19])[CH:15]=[CH:14]2.[Cl:20][C:21]1[CH:28]=[CH:27][CH:26]=[C:25]([Cl:29])[C:22]=1[CH2:23]Br>O>[Cl:20][C:21]1[CH:28]=[CH:27][CH:26]=[C:25]([Cl:29])[C:22]=1[CH2:23][O:8][C:9]1[CH:10]=[CH:11][CH:12]=[C:13]2[C:18]=1[N:17]=[C:16]([CH3:19])[CH:15]=[CH:14]2 |f:0.1|. Procedure: To a mixture of sodium hydride (40% in oil, 24 mg) and N,N-dimethylformamide (1 ml) was added 8-hydroxy-2-methylquinoline (80 mg) in an ice-water bath. The mixture was stirred for 30 minutes at the same temperature and then 2,6-dichlorobenzyl bromide (120 mg) was added therein. The reaction mixture was stirred at ambient temperature for 1 hour. To this mixture was added water (0.5 ml) in an ice-water bath. The precipitates were corrected by vacuum filtration and washed with water (3 ml) to give ... Starting materials: ClC=1C=CC=2N(N1)C(=C(N2)C2=CC=C(C=C2)F)C2=CN=NC=C2 (6-chloro-2-(4-fluorophenyl)-3-(pyridazin-4-yl)imidazo[1,2-b]pyridazine), OCCN1CCNCC1 (2-hydroxyethylpiperazine). The solvent is C(CCCC)O (pentanol). Conditions: temperature 130 celsius. Yields the product FC1=CC=C(C=C1)C=1N=C2N(N=C(C=C2)N2CCN(CC2)CCO)C1C1=CN=NC=C1 (2-{4-[2-(4-fluorophenyl)-3-(pyridazin-4-yl)imidazo[1,2-b]pyridazin-6-yl]piperazin-1-yl}ethanol). Reaction SMILES: Cl[C:2]1[CH:3]=[CH:4][C:5]2[N:6]([C:8]([C:18]3[CH:23]=[CH:22][N:21]=[N:20][CH:19]=3)=[C:9]([C:11]3[CH:16]=[CH:15][C:14]([F:17])=[CH:13][CH:12]=3)[N:10]=2)[N:7]=1.[OH:24][CH2:25][CH2:26][N:27]1[CH2:32][CH2:31][NH:30][CH2:29][CH2:28]1>C(O)CCCC>[F:17][C:14]1[CH:15]=[CH:16][C:11]([C:9]2[N:10]=[C:5]3[CH:4]=[CH:3][C:2]([N:30]4[CH2:31][CH2:32][N:27]([CH2:26][CH2:25][OH:24])[CH2:28][CH2:29]4)=[N:7][N:6]3[C:8]=2[C:18]2[CH:23]=[CH:22][N:21]=[N:20][CH:19]=2)=[CH:12][CH:13]=1. Procedure details: The mixture of 0.26 g (0.8 mmol) of 6-chloro-2-(4-fluorophenyl)-3-(pyridazin-4-yl)imidazo[1,2-b]pyridazine and 0.425 g (3.2 mmol) of 2-hydroxyethylpiperazine in 4 ml of pentanol is heated in a sealed tube at 130° C. for 32 hours.